From a dataset of the Open Reaction Database (ORD), a public repository of structured organic reaction records. describe an organic reaction: reactants, conditions, products, and yield The reactants are CCO, COCc1c(C(Nc2ccc(C(=O)OC)cc2)C2CCCCC2)oc2ccc(F)cc12, [Na+], C1CCOC1, [OH-]. The product is COCc1c(C(Nc2ccc(C(=O)O)cc2)C2CCCCC2)oc2ccc(F)cc12. Reaction SMILES: [CH3:39][CH2:40][OH:41].[CH:1]1([CH:7]([c:8]2[o:9][c:10]3[c:11]([c:12]2[CH2:13][O:14][CH3:15])[cH:16][c:17]([F:20])[cH:18][cH:19]3)[NH:21][c:22]2[cH:23][cH:24][c:25]([C:26](=[O:27])[O:28][CH3:29])[cH:30][cH:31]2)[CH2:2][CH2:3][CH2:4][CH2:5][CH2:6]1.[Na+:38].[O:32]1[CH2:33][CH2:34][CH2:35][CH2:36]1.[OH-:37]>>[CH:1]1([CH:7]([c:8]2[o:9][c:10]3[c:11]([c:12]2[CH2:13][O:14][CH3:15])[cH:16][c:17]([F:20])[cH:18][cH:19]3)[NH:21][c:22]2[cH:23][cH:24][c:25]([C:26](=[O:27])[OH:28])[cH:30][cH:31]2)[CH2:2][CH2:3][CH2:4][CH2:5][CH2:6]1. Starting materials: ClC(Cl)Cl, Clc1nc2ccccc2o1, CCOC(=O)Cc1ccc(N)c(Cl)c1, Cc1ccccc1C. Yields the product CCOC(=O)Cc1ccc(Nc2nc3ccccc3o2)c(Cl)c1. RXN SMILES: [CH:33]([Cl:34])([Cl:35])[Cl:36].[Cl:1][c:2]1[o:3][c:4]2[c:5]([n:6]1)[cH:7][cH:8][cH:9][cH:10]2.[NH2:11][c:12]1[c:13]([Cl:24])[cH:14][c:15]([CH2:18][C:19](=[O:20])[O:21][CH2:22][CH3:23])[cH:16][cH:17]1.[c:25]1([CH3:26])[c:27]([CH3:28])[cH:29][cH:30][cH:31][cH:32]1>>[c:2]1([NH:11][c:12]2[c:13]([Cl:24])[cH:14][c:15]([CH2:18][C:19](=[O:20])[O:21][CH2:22][CH3:23])[cH:16][cH:17]2)[o:3][c:4]2[c:5]([n:6]1)[cH:7][cH:8][cH:9][cH:10]2. The reactants are O(C1=CC=CC=C1)P(=O)(OC1=CC=CC=C1)OC=1C[C@H]2N(C1C(=O)OCC=C)C([C@@H]2[C@@H](C)O)=O (allyl (5R,6S)-2-diphenoxyphosphoryloxy-6-[(R)-1-hydroxyethyl]-1-carbapen-2-em-3-carboxylate), C(C=C)OC(=O)N1[C@@H](C[C@@H](C1)S)C1CC(NN1C(=O)OCC=C)=O ((2S,4S)-N-allyloxycarbonyl-2-(1-allyloxycarbonyl-3-pyrazolidinon-5-yl)-4-mercaptopyrrolidine). Product: C(C=C)OC(=O)N1[C@@H](C[C@@H](C1)SC=1C[C@H]2N(C1C(=O)OCC=C)C([C@@H]2[C@@H](C)O)=O)C2CC(NN2C(=O)OCC=C)=O (allyl (5R,6S)-2-[(2S,4S)-N-allyloxycarbonyl-2-(1-allyloxycarbonyl-3-pyrazolidinon-5-yl)pyrrolidin-4-ylthio]-6-[(R)-1-hydroxyethyl]-1-carbapen-2-em-3-carboxylate). Yield: 65.6%. As a reaction SMILES: O(P(O[C:18]1[CH2:19][C@@H:20]2[C@@H:30]([C@H:31]([OH:33])[CH3:32])[C:29](=[O:34])[N:21]2[C:22]=1[C:23]([O:25][CH2:26][CH:27]=[CH2:28])=[O:24])(OC1C=CC=CC=1)=O)C1C=CC=CC=1.[CH2:35]([O:38][C:39]([N:41]1[CH2:45][C@@H:44]([SH:46])[CH2:43][C@H:42]1[CH:47]1[N:51]([C:52]([O:54][CH2:55][CH:56]=[CH2:57])=[O:53])[NH:50][C:49](=[O:58])[CH2:48]1)=[O:40])[CH:36]=[CH2:37]>>[CH2:35]([O:38][C:39]([N:41]1[CH2:45][C@@H:44]([S:46][C:18]2[CH2:19][C@@H:20]3[C@@H:30]([C@H:31]([OH:33])[CH3:32])[C:29](=[O:34])[N:21]3[C:22]=2[C:23]([O:25][CH2:26][CH:27]=[CH2:28])=[O:24])[CH2:43][C@H:42]1[CH:47]1[N:51]([C:52]([O:54][CH2:55][CH:56]=[CH2:57])=[O:53])[NH:50][C:49](=[O:58])[CH2:48]1)=[O:40])[CH:36]=[CH2:37]. Procedure details: The same procedure as in Example 8-1 was carried out by using allyl (5R,6S)-2-diphenoxyphosphoryloxy-6-[(R)-1-hydroxyethyl]-1-carbapen-2-em-3-carboxylate (195 mg, 0.40 mmol) and (2S,4S)-N-allyloxycarbonyl-2-(1-allyloxycarbonyl-3-pyrazolidinon-5-yl)-4-mercaptopyrrolidine (162 mg, 0.40 mmol) to obtain allyl (5R,6S)-2-[(2S,4S)-N-allyloxycarbonyl-2-(1-allyloxycarbonyl-3-pyrazolidinon-5-yl)pyrrolidin-4-ylthio]-6-[(R)-1-hydroxyethyl]-1-carbapen-2-em-3-carboxylate (155 mg, yield: 65.4%). The reactants are FC1=C(C(=C(OCC(=O)OC(C)C)C=C1)C)NCC1=C(C(=CC(=C1)C1=CC(=CC=C1)F)C)OC (isopropyl 2-[4-fluoro-3-[[5-(3-fluorophenyl)-2-methoxy-3-methyl-phenyl]methylamino]-2-methyl-phenoxy]acetate), [Li+].[OH-] (LiOH). Run in C1CCOC1 (THF). Conditions: time 1 hour. Product: FC1=C(C(=C(OCC(=O)O)C=C1)C)NCC1=C(C(=CC(=C1)C1=CC(=CC=C1)F)C)OC (2-[4-Fluoro-3-[[5-(3-fluorophenyl)-2-methoxy-3-methyl-phenyl]methylamino]-2-methyl-phenoxy]acetic acid). The yield is 35.1%. As a reaction SMILES: [F:1][C:2]1[CH:15]=[CH:14][C:5]([O:6][CH2:7][C:8]([O:10]C(C)C)=[O:9])=[C:4]([CH3:16])[C:3]=1[NH:17][CH2:18][C:19]1[CH:24]=[C:23]([C:25]2[CH:30]=[CH:29][CH:28]=[C:27]([F:31])[CH:26]=2)[CH:22]=[C:21]([CH3:32])[C:20]=1[O:33][CH3:34].[Li+].[OH-]>C1COCC1>[F:1][C:2]1[CH:15]=[CH:14][C:5]([O:6][CH2:7][C:8]([OH:10])=[O:9])=[C:4]([CH3:16])[C:3]=1[NH:17][CH2:18][C:19]1[CH:24]=[C:23]([C:25]2[CH:30]=[CH:29][CH:28]=[C:27]([F:31])[CH:26]=2)[CH:22]=[C:21]([CH3:32])[C:20]=1[O:33][CH3:34] |f:1.2|. Reported procedure: To a solution of isopropyl 2-[4-fluoro-3-[[5-(3-fluorophenyl)-2-methoxy-3-methyl-phenyl]methylamino]-2-methyl-phenoxy]acetate (64 mg, 0.2 mmol, 1.0 eq) in THF (2 mL) was added LiOH (2M aqueous solution, 2.0 mL, 4.0 mmol). The reaction mixture was stirred at room temperature for 1 h. The THF was removed and the pH of the aqueous solution that remained adjusted to pH 4-5 with diluted HCl. The aqueous layer was extracted with EtOAc, the organic extract was washed with water and brine, dried (Na2SO4... Reactants: ClC=1C=C(C=CC1OC1=CC2=CC=CC=C2C=C1)[N+](=O)[O-] (3-Chloro-4-(2-naphthyloxy)nitrobenzene), [H][H] (hydrogen). Reagents/catalysts: [Pt](=O)=O (platinum dioxide). The solvent is C1=CC=CC=C1 (benzene), C(C)O (ethanol). Product: ClC=1C=C(N)C=CC1OC1=CC2=CC=CC=C2C=C1 (3-chloro-4-(2-naphthyloxy)aniline). Isolated yield 60.1%. RXN SMILES: [Cl:1][C:2]1[CH:3]=[C:4]([N+:19]([O-])=O)[CH:5]=[CH:6][C:7]=1[O:8][C:9]1[CH:18]=[CH:17][C:16]2[C:11](=[CH:12][CH:13]=[CH:14][CH:15]=2)[CH:10]=1.[H][H]>C1C=CC=CC=1.C(O)C.[Pt](=O)=O>[Cl:1][C:2]1[CH:3]=[C:4]([CH:5]=[CH:6][C:7]=1[O:8][C:9]1[CH:18]=[CH:17][C:16]2[C:11](=[CH:12][CH:13]=[CH:14][CH:15]=2)[CH:10]=1)[NH2:19]. Procedure: 3-Chloro-4-(2-naphthyloxy)nitrobenzene (14.8 g) and platinum dioxide (0.1 g) were suspended in a mixture of benzene and ethanol (1:1) (200 ml), and hydrogenation was carried out until 3.2 liters of hydrogen were absorbed. After removal of the solvent from the reaction mixture by distillation under reduced pressure, the residue was distilled in vacuo to give 3-chloro-4-(2-naphthyloxy)aniline (8 g) as a fraction boiling at 173° to 198° C./0.2 to 0.3 mmHg. M.P., 67°-69° C. Reactants: O=C1N(c2ccc(C3CC3)cc2)CCC12CCNCC2, ClCCl, c1ccc(C2CO2)cc1. The product is O=C1N(c2ccc(C3CC3)cc2)CCC12CCN(CC(O)c1ccccc1)CC2. Reaction SMILES: [CH:1]1([c:4]2[cH:5][cH:6][c:7]([N:10]3[C:11](=[O:20])[C:12]4([CH2:13][CH2:14]3)[CH2:15][CH2:16][NH:17][CH2:18][CH2:19]4)[cH:8][cH:9]2)[CH2:2][CH2:3]1.[Cl:30][CH2:31][Cl:32].[c:21]1([CH:27]2[O:28][CH2:29]2)[cH:22][cH:23][cH:24][cH:25][cH:26]1>>[CH:1]1([c:4]2[cH:5][cH:6][c:7]([N:10]3[C:11](=[O:20])[C:12]4([CH2:13][CH2:14]3)[CH2:15][CH2:16][N:17]([CH2:29][CH:27]([c:21]3[cH:22][cH:23][cH:24][cH:25][cH:26]3)[OH:28])[CH2:18][CH2:19]4)[cH:8][cH:9]2)[CH2:2][CH2:3]1. The reactants are Cl (hydrochloric acid), N(=O)[O-].[Na+] (sodium nitrite), NC1=CC(=C(C(=O)O)C(=C1)F)F (4-amino-2,6-difluorobenzoic acid). The reagents and catalysts are [Cu]Cl (copper(I)chloride). Solvent: O (water), S(O)(O)(=O)=O (sulphuric acid), C(C)(=O)O (acetic acid). Conditions: temperature 15 celsius, time 1 hour. Yields the product ClC1=CC(=C(C(=O)O)C(=C1)F)F (4-chloro-2,6-difluorobenzoic acid). The yield is 98.0%. RXN SMILES: N([O-])=O.[Na+].N[C:6]1[CH:14]=[C:13]([F:15])[C:9]([C:10]([OH:12])=[O:11])=[C:8]([F:16])[CH:7]=1.[ClH:17]>S(=O)(=O)(O)O.C(O)(=O)C.O.[Cu]Cl>[Cl:17][C:6]1[CH:14]=[C:13]([F:15])[C:9]([C:10]([OH:12])=[O:11])=[C:8]([F:16])[CH:7]=1 |f:0.1|. Reported procedure: A solution of sodium nitrite (220 mg, 3.18 mmol) in concentrated sulphuric acid (2 ml) was added over 15 minutes to a suspension of 4-amino-2,6-difluorobenzoic acid (550 mg, 3.18 mmol) in acetic acid (6 ml) at 15° C. The mixture was stirred at 15° C. for 1 hour then heated to 90° C. and poured into a solution of copper(I)chloride (800 mg) in concentrated hydrochloric acid (11 ml) at 95° C. The mixture was heated at 95° C. for 45 minutes and then allowed to cool. The mixture was diluted with wate...